This data is from the Open Reaction Database (ORD), a public repository of structured organic reaction records. The task is: describe an organic reaction: reactants, conditions, products, and yield The product is O=[N+]([O-])c1cnccc1NCc1ccc(F)cc1. The reactants are CN(C)C=O, CCOC(C)=O, O=[N+]([O-])c1cnccc1Cl, NCc1ccc(F)cc1, [Na+], [Na+], O=C([O-])[O-], O. Reaction SMILES: [CH3:26][N:27]([CH3:28])[CH:29]=[O:30].[CH3:32][CH2:33][O:34][C:35](=[O:36])[CH3:37].[Cl:16][c:17]1[c:18]([N+:23](=[O:24])[O-:25])[cH:19][n:20][cH:21][cH:22]1.[F:7][c:8]1[cH:9][cH:10][c:11]([CH2:12][NH2:13])[cH:14][cH:15]1.[Na+:1].[Na+:2].[O-:3][C:4](=[O:5])[O-:6].[OH2:31]>>[F:7][c:8]1[cH:9][cH:10][c:11]([CH2:12][NH:13][c:17]2[c:18]([N+:23](=[O:24])[O-:25])[cH:19][n:20][cH:21][cH:22]2)[cH:14][cH:15]1. The product is C(C1=CC=CC=C1)OC1=NC=C(C=C1)[N+](=O)[O-] (2-benzyloxy-5-nitro-pyridine). As a reaction SMILES: [CH2:1]([OH:8])[C:2]1[CH:7]=[CH:6][CH:5]=[CH:4][CH:3]=1.[OH-].[K+].Cl[C:12]1[CH:17]=[CH:16][C:15]([N+:18]([O-:20])=[O:19])=[CH:14][N:13]=1>C1(C)C=CC=CC=1.C(OCC)(=O)C>[CH2:1]([O:8][C:12]1[CH:17]=[CH:16][C:15]([N+:18]([O-:20])=[O:19])=[CH:14][N:13]=1)[C:2]1[CH:7]=[CH:6][CH:5]=[CH:4][CH:3]=1 |f:1.2|. The solvent is C1(=CC=CC=C1)C (toluene), C(C)(=O)OCC (ethyl acetate). Run at temperature 80 celsius. Reactants: C(C1=CC=CC=C1)O (Benzyl alcohol), crown ether, [OH-].[K+] (KOH), ClC1=NC=C(C=C1)[N+](=O)[O-] (2-chloro-5-nitro-pyridine). Procedure details: Benzyl alcohol (682 mg, 6.3 mmol), 18 crown ether (2.5 g, 9.4 mmol) and KOH (637 mg, 11.3 mmol) were added to a solution of 2-chloro-5-nitro-pyridine (1 g, 6.3 mmol) in toluene (15 mL) and the reaction mixture was maintained at 80° C. for 2 hours, then diluted with ethyl acetate. The organic layer was washed with brine solution, dried over Na2SO4 and evaporated. The residue was purified by column chromatography using neutral alumina (2% ethyl acetate in hexane) to afford 410 mg (28%) of 2-benzyl... Isolated yield 28.3%. Starting materials: C[O-], CI, COC(CC(C)CCCC(C)(C)S)OC, CO, [Na+]. Product: COC(CC(C)CCCC(C)(C)SC)OC. Reaction SMILES: [CH3:16][O-:17].[CH3:19][I:20].[CH3:1][O:2][CH:3]([CH2:4][CH:5]([CH2:6][CH2:7][CH2:8][C:9]([CH3:10])([CH3:11])[SH:12])[CH3:13])[O:14][CH3:15].[CH3:21][OH:22].[Na+:18]>>[CH3:1][O:2][CH:3]([CH2:4][CH:5]([CH2:6][CH2:7][CH2:8][C:9]([CH3:10])([CH3:11])[S:12][CH3:16])[CH3:13])[O:14][CH3:15].